This data is from the Open Reaction Database (ORD), a public repository of structured organic reaction records. The task is: describe an organic reaction: reactants, conditions, products, and yield Conditions: time 12 hour. Reactants: CC=1OC2=C(N1)C=CC=1CCC(C12)=CCNC(C)=O (N-[2-(2-Methyl-6,7-dihydro-8H-indeno[5,4-d][1,3]oxazol-8-ylidene)ethyl]acetamide). Product: CC=1OC2=C(N1)C=CC=1CCC(C12)CCNC(C)=O (N-[2-(2-Methyl-7,8-dihydro-6H-indeno[5,4-d][1,3]oxazol-8-yl)ethyl]acetamide). The yield is 89.0%. The reagents and catalysts are [C].[Pd] (palladium-carbon). As a reaction SMILES: [CH3:1][C:2]1[O:3][C:4]2[C:13]3[C:12](=[CH:14][CH2:15][NH:16][C:17](=[O:19])[CH3:18])[CH2:11][CH2:10][C:9]=3[CH:8]=[CH:7][C:5]=2[N:6]=1>CO.[C].[Pd]>[CH3:1][C:2]1[O:3][C:4]2[C:13]3[CH:12]([CH2:14][CH2:15][NH:16][C:17](=[O:19])[CH3:18])[CH2:11][CH2:10][C:9]=3[CH:8]=[CH:7][C:5]=2[N:6]=1 |f:2.3|. Procedure details: N-[2-(2-Methyl-6,7-dihydro-8H-indeno[5,4-d][1,3]oxazol-8-ylidene)ethyl]acetamide (165 mg, 0.644 mmol) was dissolved in methanol (6.4 mL), a 10% palladium-carbon powder (82 mg) was added, and the mixture was stirred at room temperature for 12 hr under a hydrogen atmosphere. The catalyst was filtered off using celite, and the filtrate was concentrated under reduced pressure. The residue was purified by silica gel column chromatography (ethyl acetate/methanol=100/0→95/5) to give the title compound ... Solvent: CO (methanol).